This data is from the Open Reaction Database (ORD), a public repository of structured organic reaction records. The task is: describe an organic reaction: reactants, conditions, products, and yield The reactants are COC(C1=C(C=CC=C1)NC(C(C)Cl)=O)=O (2-(2-chloro-propionylamino)-benzoic acid methyl ester), Cl (HCl), [Li+].[OH-].O (LiOH H2O). Run in C1CCOC1 (THF), CCOC(=O)C (EtOAc). Conditions: temperature 50 celsius, time 3 hour. Product: ClC(C(=O)NC1=C(C(=O)O)C=CC=C1)C (2-(2-Chloropropionylamino)Benzoic Acid), solid. Yield: 97.0%. RXN SMILES: C[O:2][C:3](=[O:16])[C:4]1[CH:9]=[CH:8][CH:7]=[CH:6][C:5]=1[NH:10][C:11](=[O:15])[CH:12]([Cl:14])[CH3:13].[Li+].[OH-].O.Cl>C1COCC1.CCOC(C)=O>[Cl:14][CH:12]([CH3:13])[C:11]([NH:10][C:5]1[CH:6]=[CH:7][CH:8]=[CH:9][C:4]=1[C:3]([OH:16])=[O:2])=[O:15] |f:1.2.3|. Reported procedure: To the 2-(2-chloro-propionylamino)-benzoic acid methyl ester (7.75 g, 32.1 mmol) stirring in THF (40 mL) was added 1M LiOH/H2O (40 mL). The reaction was allowed to stir at 50° C. for 3 h. After this period the reaction was concentrated under vacuum to afford a crude residue that was acidified with 1N HCl. The resulting suspension was then diluted with EtOAc and washed with water (3×50 mL). The organic layer was then washed with brine (25 mL), dried over MgSO4, and concentrated under vacuum to af... Reactants: ClC1=NC=CC=C1[N+](=O)[O-] (2-chloro-3-nitropyridine), CC1(OC2=C(C1)C=CC=C2O)C (2,2-dimethyl-2,3-dihydrobenzofuran-7-ol), C([O-])([O-])=O.[Cs+].[Cs+] (cesium carbonate). The solvent is CN(C)C=O (DMF), O (water). Run at temperature 80 celsius. Yields the product CC1(OC2=C(C1)C=CC=C2OC2=NC=CC=C2[N+](=O)[O-])C (2-(2,2-Dimethyl-2,3-dihydrobenzofuran-7-yloxy)-3-nitropyridine). Isolated yield 73.5%. RXN SMILES: Cl[C:2]1[C:7]([N+:8]([O-:10])=[O:9])=[CH:6][CH:5]=[CH:4][N:3]=1.[CH3:11][C:12]1([CH3:22])[CH2:16][C:15]2[CH:17]=[CH:18][CH:19]=[C:20]([OH:21])[C:14]=2[O:13]1.C(=O)([O-])[O-].[Cs+].[Cs+]>CN(C=O)C.O>[CH3:11][C:12]1([CH3:22])[CH2:16][C:15]2[CH:17]=[CH:18][CH:19]=[C:20]([O:21][C:2]3[C:7]([N+:8]([O-:10])=[O:9])=[CH:6][CH:5]=[CH:4][N:3]=3)[C:14]=2[O:13]1 |f:2.3.4|. Procedure details: A solution of 2-chloro-3-nitropyridine (4.9 g, 30.9 mmol) in DMF (50 mL) was treated with 2,2-dimethyl-2,3-dihydrobenzofuran-7-ol (5.3 mL, 46.4 mmol) and cesium carbonate (30.2 g, 92.7 mmol). The mixture was heated at 80° C. for 10 h. The reaction was cooled to rt, and the mixture was poured in water (200 mL) with stirring. The yellow precipitate formed was filtered and washed with water, and recrystallized from ethanol (50 mL) to afford 134a as brown crystals (6.5 g, 73% yield). [M+H]+=287.16. ... Reactants: Nc1ccc(O)cc1, CN(C)C=O, O=C(O)c1ccc(O)cc1. Yields the product O=C(Nc1ccc(O)cc1)c1ccc(O)cc1. RXN SMILES: [NH2:11][c:12]1[cH:13][cH:14][c:15]([OH:16])[cH:17][cH:18]1.[O:19]=[CH:20][N:21]([CH3:22])[CH3:23].[OH:1][C:2](=[O:3])[c:4]1[cH:5][cH:6][c:7]([OH:8])[cH:9][cH:10]1>>[C:2](=[O:3])([c:4]1[cH:5][cH:6][c:7]([OH:8])[cH:9][cH:10]1)[NH:11][c:12]1[cH:13][cH:14][c:15]([OH:16])[cH:17][cH:18]1. The reactants are O=C1NC2=CC[C@H]3[C@@H]4CC[C@@H]([C@@]4(C)CC[C@@H]3[C@]2(CC1)C)C(=O)O (3-oxo-4-azaandrost-5-ene-17β-carboxylic acid), ClC1=CC=C(C=C1)C(C1=CC=CC=C1)N (α-(4-chlorophenyl)benzylamine). Yields the product ClC1=CC=C(C=C1)C(C1=CC=CC=C1)NC(=O)[C@@H]1[C@]2(C)[C@@H](CC1)[C@@H]1CC=C3NC(CC[C@]3(C)[C@H]1CC2)=O (N-[α-(4-Chlorophenyl)benzyl]-3-oxo-4-azaandrost-5-ene-17β-carboxamide). Yield: 78.0%. RXN SMILES: [O:1]=[C:2]1[CH2:19][CH2:18][C@@:17]2([CH3:20])[C:4](=[CH:5][CH2:6][C@@H:7]3[C@@H:16]2[CH2:15][CH2:14][C@@:12]2([CH3:13])[C@H:8]3[CH2:9][CH2:10][C@@H:11]2[C:21](O)=[O:22])[NH:3]1.[Cl:24][C:25]1[CH:30]=[CH:29][C:28]([CH:31]([NH2:38])[C:32]2[CH:37]=[CH:36][CH:35]=[CH:34][CH:33]=2)=[CH:27][CH:26]=1>>[Cl:24][C:25]1[CH:26]=[CH:27][C:28]([CH:31]([NH:38][C:21]([C@H:11]2[CH2:10][CH2:9][C@H:8]3[C@H:7]4[C@H:16]([CH2:15][CH2:14][C@:12]23[CH3:13])[C@:17]2([CH3:20])[C:4]([NH:3][C:2](=[O:1])[CH2:19][CH2:18]2)=[CH:5][CH2:6]4)=[O:22])[C:32]2[CH:37]=[CH:36][CH:35]=[CH:34][CH:33]=2)=[CH:29][CH:30]=1. Reported procedure: The title compound was prepared in a yield of 78% in a similar manner to that described in Example 2 by reacting 3-oxo-4-azaandrost-5-ene-17β-carboxylic acid and α-(4-chlorophenyl)benzylamine. Starting materials: BrC1=CC=C(COC=2C=C3CCC(CC3=CC2)CN(C)C)C=C1 (6-(4-Bromobenzyl)oxy-2-(N,N-dimethylamino)methyltetralin), [Cl-].[Na+] (sodium chloride), C([O-])([O-])=O.[Na+].[Na+] (sodium carbonate), COC1=CC=C(C=C1)OB(O)O (4-methoxyphenylboric acid). The reagents and catalysts are [Pd].C1(=CC=CC=C1)P(C1=CC=CC=C1)C1=CC=CC=C1.C1(=CC=CC=C1)P(C1=CC=CC=C1)C1=CC=CC=C1.C1(=CC=CC=C1)P(C1=CC=CC=C1)C1=CC=CC=C1.C1(=CC=CC=C1)P(C1=CC=CC=C1)C1=CC=CC=C1 (tetrakis-(triphenylphosphine) palladium). The solvent is C1(=CC=CC=C1)C (toluene), C(C)O (ethanol). The product is Cl.CN(C)CC1CC2=CC=C(C=C2CC1)OCC1=CC=C(C=C1)C1=CC=C(C=C1)OC (2-(N,N-Dimethylamino)methyl-6-(4′-methoxybiphenyl-4-yl)methoxytetralin Hydrochloride). As a reaction SMILES: Br[C:2]1[CH:23]=[CH:22][C:5]([CH2:6][O:7][C:8]2[CH:9]=[C:10]3[C:15](=[CH:16][CH:17]=2)[CH2:14][CH:13]([CH2:18][N:19]([CH3:21])[CH3:20])[CH2:12][CH2:11]3)=[CH:4][CH:3]=1.[CH3:24][O:25][C:26]1[CH:31]=[CH:30][C:29](OB(O)O)=[CH:28][CH:27]=1.C(=O)([O-])[O-].[Na+].[Na+].[Cl-:42].[Na+]>C1(C)C=CC=CC=1.[Pd].C1(P(C2C=CC=CC=2)C2C=CC=CC=2)C=CC=CC=1.C1(P(C2C=CC=CC=2)C2C=CC=CC=2)C=CC=CC=1.C1(P(C2C=CC=CC=2)C2C=CC=CC=2)C=CC=CC=1.C1(P(C2C=CC=CC=2)C2C=CC=CC=2)C=CC=CC=1.C(O)C>[ClH:42].[CH3:20][N:19]([CH2:18][CH:13]1[CH2:12][CH2:11][C:10]2[C:15](=[CH:16][CH:17]=[C:8]([O:7][CH2:6][C:5]3[CH:22]=[CH:23][C:2]([C:29]4[CH:30]=[CH:31][C:26]([O:25][CH3:24])=[CH:27][CH:28]=4)=[CH:3][CH:4]=3)[CH:9]=2)[CH2:14]1)[CH3:21] |f:2.3.4,5.6,8.9.10.11.12,14.15|. Procedure: 6-(4-Bromobenzyl)oxy-2-(N,N-dimethylamino)methyltetralin (374 mg; obtained in Reference Example 33) and tetrakis-(triphenylphosphine) palladium (35 mg) were dissolved in toluene (8 ml), to which were added an ethanol solution (1 ml) of 4-methoxyphenylboric acid (198 mg) and an aqueous 2 M sodium carbonate solution (1 ml). The reaction mixture was heated under reflux for 6 hours in an argon atmosphere. A saturated aqueous sodium chloride solution was added to this, which was then extracted with e... The product is CC1CCC(NC(=O)c2nccc3ccccc23)CC1. Starting materials: O=C(n1ccnc1)n1ccnc1, CC1CCC(N)CC1, CN(C)C=O, CCOC(C)=O, CCN(C(C)C)C(C)C, Cl, O=C(O)c1nccc2ccccc12. Reaction SMILES: [C:14]([n:15]1[cH:16][cH:17][n:18][cH:19]1)([n:20]1[cH:21][cH:22][n:23][cH:24]1)=[O:25].[CH3:27][CH:28]1[CH2:29][CH2:30][CH:31]([NH2:34])[CH2:32][CH2:33]1.[CH3:44][N:45]([CH3:46])[CH:47]=[O:48].[CH3:49][CH2:50][O:51][C:52](=[O:53])[CH3:54].[CH:35]([N:36]([CH2:37][CH3:38])[CH:39]([CH3:40])[CH3:41])([CH3:42])[CH3:43].[ClH:26].[c:1]1([C:11](=[O:12])[OH:13])[n:2][cH:3][cH:4][c:5]2[cH:6][cH:7][cH:8][cH:9][c:10]12>>[c:1]1([C:11](=[O:13])[NH:34][CH:31]2[CH2:30][CH2:29][CH:28]([CH3:27])[CH2:33][CH2:32]2)[n:2][cH:3][cH:4][c:5]2[cH:6][cH:7][cH:8][cH:9][c:10]12. Reactants: CNC, [Cl-], CCCN(C)c1cc2c(cc1Cl)NC(=O)CC(c1cccc(-n3ncnc3CO)c1)=N2, ClCCl, CN(C)C=O, O=S(Cl)Cl. Yields the product CCCN(C)c1cc2c(cc1Cl)NC(=O)CC(c1cccc(-n3ncnc3CN(C)C)c1)=N2. RXN SMILES: [CH3:37][NH:38][CH3:39].[Cl-:36].[Cl:1][c:2]1[c:3]([N:27]([CH2:28][CH2:29][CH3:30])[CH3:31])[cH:4][c:5]2[c:6]([cH:26]1)[NH:7][C:8](=[O:25])[CH2:9][C:10]([c:12]1[cH:13][c:14](-[n:18]3[n:19][cH:20][n:21][c:22]3[CH2:23][OH:24])[cH:15][cH:16][cH:17]1)=[N:11]2.[Cl:40][CH2:41][Cl:42].[O:43]=[CH:44][N:45]([CH3:46])[CH3:47].[S:32]([Cl:33])([Cl:34])=[O:35]>>[Cl:1][c:2]1[c:3]([N:27]([CH2:28][CH2:29][CH3:30])[CH3:31])[cH:4][c:5]2[c:6]([cH:26]1)[NH:7][C:8](=[O:25])[CH2:9][C:10]([c:12]1[cH:13][c:14](-[n:18]3[n:19][cH:20][n:21][c:22]3[CH2:23][N:38]([CH3:37])[CH3:39])[cH:15][cH:16][cH:17]1)=[N:11]2.